Dataset: the Open Reaction Database (ORD), a public repository of structured organic reaction records. Task: describe an organic reaction: reactants, conditions, products, and yield The reactants are CCCCCCCCOc1ccc2cc(S(=O)(=O)[O-])ccc2c1, CN(C)C=O, [Na+], O=S(Cl)Cl. Product: CCCCCCCCOc1ccc2cc(S(=O)(=O)Cl)ccc2c1. RXN SMILES: [CH2:5]([CH2:6][CH2:7][CH2:8][CH2:9][CH2:10][CH2:11][CH3:12])[O:13][c:14]1[cH:15][c:16]2[cH:17][cH:18][c:19]([S:24](=[O:25])(=[O:26])[O-:27])[cH:20][c:21]2[cH:22][cH:23]1.[CH3:29][N:30]([CH3:31])[CH:32]=[O:33].[Na+:28].[S:1]([Cl:2])([Cl:3])=[O:4]>>[Cl:3][S:24]([c:19]1[cH:18][cH:17][c:16]2[cH:15][c:14]([O:13][CH2:5][CH2:6][CH2:7][CH2:8][CH2:9][CH2:10][CH2:11][CH3:12])[cH:23][cH:22][c:21]2[cH:20]1)(=[O:25])=[O:27]. Starting materials: BrC=1C=CC(=C(C(=O)O)C1Cl)OC (5-Bromo-6-chloro-2-methoxybenzoic acid), C(C(=O)Cl)(=O)Cl (oxalyl chloride). Reaction conditions: time 2 hour. As a reaction SMILES: [Br:1][C:2]1[CH:3]=[CH:4][C:5]([O:12][CH3:13])=[C:6]([C:10]=1[Cl:11])[C:7](O)=[O:8].C(Cl)(=O)C([Cl:17])=O>ClCCl>[Br:1][C:2]1[CH:3]=[CH:4][C:5]([O:12][CH3:13])=[C:6]([C:10]=1[Cl:11])[C:7]([Cl:17])=[O:8]. Yields the product BrC=1C=CC(=C(C(=O)Cl)C1Cl)OC (5-Bromo-6-chloro-2-methoxybenzoyl chloride). Run in ClCCl (dichloromethane). Procedure: A mixture of 4B (1.2 g, 4.6 mmol), dichloromethane (15 ml) and oxalyl chloride (1 ml) is stirred at room temperature for 2 hours. The mixture is concentrated and the resulting benzoylchloride is used without further purification. Run in O1CCCC1 (Tetrahydrofuran). Reported procedure: 2-(4-(2-(1-Isopropyl-1H-1,2,4-triazol-5-yl)-5,6-dihydroimidazo[1,2-d]pyrido[3,2-f][1,4]oxazepin-9-yl)piperazin-1-yl)acetic acid (0.050 g, 0.00011 mol) was dissolved in N,N-Dimethylformamide (1.79 mL, 0.0231 mol) and treated sequentially with N,N-Diisopropylethylamine (0.119 mL, 0.000686 mol) 2.00 M of Methylamine in Tetrahydrofuran (0.228 mL) then N,N,N,N-Tetramethyl-O-(7-azabenzotriazol-1-yl)uronium Hexafluorophosphate (0.0521 g, 0.000137 mol). Stir at r.t. 2 h. Add sat. sodium bicarbonate, ext... Starting materials: N,N,N,N-Tetramethyl-O-(7-azabenzotriazol-1-yl)uronium Hexafluorophosphate, C(C)(C)N1N=CN=C1C=1N=C2N(CCOC3=C2C=CC(=N3)N3CCN(CC3)CC(=O)O)C1 (2-(4-(2-(1-Isopropyl-1H-1,2,4-triazol-5-yl)-5,6-dihydroimidazo[1,2-d]pyrido[3,2-f][1,4]oxazepin-9-yl)piperazin-1-yl)acetic acid), CN(C=O)C (N,N-Dimethylformamide), C(C)(C)N(C(C)C)CC (N,N-Diisopropylethylamine), CN (Methylamine). The product is C(C)(C)N1N=CN=C1C=1N=C2N(CCOC3=C2C=CC(=N3)N3CCN(CC3)CC(=O)NC)C1 (2-(4-(2-(1-isopropyl-1H-1,2,4-triazol-5-yl)-5,6-dihydroimidazo[1,2-d]pyrido[3,2-f][1,4]oxazepin-9-yl)piperazin-1-yl)-N-methylacetamide). Reaction SMILES: [CH:1]([N:4]1[C:8]([C:9]2[N:10]=[C:11]3[C:17]4[CH:18]=[CH:19][C:20]([N:22]5[CH2:27][CH2:26][N:25]([CH2:28][C:29](O)=[O:30])[CH2:24][CH2:23]5)=[N:21][C:16]=4[O:15][CH2:14][CH2:13][N:12]3[CH:32]=2)=[N:7][CH:6]=[N:5]1)([CH3:3])[CH3:2].[CH3:33][N:34](C)C=O.C(N(CC)C(C)C)(C)C.CN>O1CCCC1>[CH:1]([N:4]1[C:8]([C:9]2[N:10]=[C:11]3[C:17]4[CH:18]=[CH:19][C:20]([N:22]5[CH2:23][CH2:24][N:25]([CH2:28][C:29]([NH:34][CH3:33])=[O:30])[CH2:26][CH2:27]5)=[N:21][C:16]=4[O:15][CH2:14][CH2:13][N:12]3[CH:32]=2)=[N:7][CH:6]=[N:5]1)([CH3:3])[CH3:2]. Reactants: COC(=O)c1cc(Cl)ccc1NC(=O)CSCC(=O)O, Nc1ccccc1Oc1ccccc1. Product: COC(=O)c1cc(Cl)ccc1NC(=O)CSCC(=O)Nc1ccccc1Oc1ccccc1. RXN SMILES: [Cl:15][c:16]1[cH:17][c:18]([C:31](=[O:32])[O:33][CH3:34])[c:19]([NH:22][C:23]([CH2:24][S:25][CH2:26][C:27](=[O:28])[OH:29])=[O:30])[cH:20][cH:21]1.[O:1]([c:2]1[cH:3][cH:4][cH:5][cH:6][cH:7]1)[c:8]1[c:9]([NH2:10])[cH:11][cH:12][cH:13][cH:14]1>>[O:1]([c:2]1[cH:3][cH:4][cH:5][cH:6][cH:7]1)[c:8]1[c:9]([NH:10][C:27]([CH2:26][S:25][CH2:24][C:23]([NH:22][c:19]2[c:18]([C:31](=[O:32])[O:33][CH3:34])[cH:17][c:16]([Cl:15])[cH:21][cH:20]2)=[O:30])=[O:28])[cH:11][cH:12][cH:13][cH:14]1. Reactants: ClC1=CC=C(C=C1)SC1CN(C1)C(=O)Cl (3-[(4-chlorophenyl)thio]-1-azetidinecarbonyl chloride), CNC (dimethylamine). Solvent: O1CCCC1 (tetrahydrofuran), O (water), O (water). Run at time 3 hour. The product is ClC1=CC=C(C=C1)SC1CN(C1)C(=O)N(C)C (3-[(4-Chlorophenyl)thio]-N,N-dimethyl-1-azetidinecarboxamide). The yield is 73.9%. Reaction SMILES: [Cl:1][C:2]1[CH:7]=[CH:6][C:5]([S:8][CH:9]2[CH2:12][N:11]([C:13](Cl)=[O:14])[CH2:10]2)=[CH:4][CH:3]=1.[CH3:16][NH:17][CH3:18]>O1CCCC1.O>[Cl:1][C:2]1[CH:7]=[CH:6][C:5]([S:8][CH:9]2[CH2:12][N:11]([C:13]([N:17]([CH3:18])[CH3:16])=[O:14])[CH2:10]2)=[CH:4][CH:3]=1. Procedure details: A solution of 2.6 g (0.01 mole) of 3-[(4-chlorophenyl)thio]-1-azetidinecarbonyl chloride in 20 ml of tetrahydrofuran was stirred while cooling in a water bath and treated with 2.5 ml (0.02 mole) of 40% dimethylamine in water. After stirring for 3 hr, the reaction mixture was diluted with 200 ml of water and the resulting product collected by filtration (2.6 g). Recrystallization from acetone/isopropyl ether yielded 2 g (74.1%) of fine white crystals, m.p. 96°-97° C. Reactants: C=O (formaldehyde), CNC(=O)C=1C=CC2=C(SC(=C2)C2=NC(=NC=C2C)NCCC2CCNCC2)C1 (2-[5-methyl-2-(2-piperidin-4-yl-ethylamino)-pyrimidin-4-yl]-benzo[b]thiophene-6-carboxylic acid methylamide), resultant mixture, [BH4-].[Na+] (sodium borohydride). The solvent is CO (CH3OH), ClCCl (dichloromethane). Reaction conditions: temperature 0 celsius, time 60 minute. Product: CNC(=O)C=1C=CC2=C(SC(=C2)C2=NC(=NC=C2C)NCCC2CCN(CC2)C)C1 (2-{5-Methyl-2-[2-(1-methylpiperidin-4-yl)-ethylamino]-pyrimidin-4-yl}-benzo[b]thiophene-6-carboxylic acid methylamide), foam. Yield: 78.0%. As a reaction SMILES: [CH2:1]=O.[CH3:3][NH:4][C:5]([C:7]1[CH:8]=[CH:9][C:10]2[CH:14]=[C:13]([C:15]3[C:20]([CH3:21])=[CH:19][N:18]=[C:17]([NH:22][CH2:23][CH2:24][CH:25]4[CH2:30][CH2:29][NH:28][CH2:27][CH2:26]4)[N:16]=3)[S:12][C:11]=2[CH:31]=1)=[O:6].[BH4-].[Na+]>CO.ClCCl>[CH3:3][NH:4][C:5]([C:7]1[CH:8]=[CH:9][C:10]2[CH:14]=[C:13]([C:15]3[C:20]([CH3:21])=[CH:19][N:18]=[C:17]([NH:22][CH2:23][CH2:24][CH:25]4[CH2:26][CH2:27][N:28]([CH3:1])[CH2:29][CH2:30]4)[N:16]=3)[S:12][C:11]=2[CH:31]=1)=[O:6] |f:2.3|. Procedure: Aqueous formaldehyde (37.4% or 13.5 M, 0.711 mL, 9.60 mmol) is added to a stirred solution of 2-[5-methyl-2-(2-piperidin-4-yl-ethylamino)-pyrimidin-4-yl]-benzo[b]thiophene-6-carboxylic acid methylamide (346 mg, 0.845 mmol) in CH3OH (10 mL) and dichloromethane (10 mL) at room temperature. The resultant mixture is stirred for 90 minutes. After being cooled to 0° C., the mixture is treated with powdered sodium borohydride (211 mg, 8.00 mmol) and stirred for 60 minutes. The mixture is allowed to sti... RXN SMILES: [Cl:1][C:2]1[CH:3]=[C:4]([CH:6]=[C:7]([Cl:9])[CH:8]=1)[NH2:5].[CH2:10]([C:12](=O)[C:13]([O-:15])=[O:14])[CH3:11].[Br:17][C:18]1[CH:19]=[C:20]([CH:23]=[CH:24][CH:25]=1)C=C.F[C:27](F)(F)[C:28](O)=O>C(#N)C>[CH2:27]([O:15][C:13]([CH:12]1[CH2:10][CH:11]([C:24]2[CH:23]=[CH:20][CH:19]=[C:18]([Br:17])[CH:25]=2)[C:3]2[C:4](=[CH:6][C:7]([Cl:9])=[CH:8][C:2]=2[Cl:1])[NH:5]1)=[O:14])[CH3:28]. Solvent: C(C)#N (acetonitrile). Reported procedure: Compound 37 was prepared by the basic process from 5.0 mmol 3,5-dichloroaniline, 5.5 mmol ethylglyoxalate solution (50% toluene), 15.0 mmol 3-bromostyrene and 5.0 mmol trifluoroacetic acid in 30.0 ml acetonitrile. The product is C(C)OC(=O)C1NC2=CC(=CC(=C2C(C1)C1=CC(=CC=C1)Br)Cl)Cl (4-(3-bromophenyl)-5,7-dichloro-1,2,3,4-tetrahydroquinoline-2-carboxylic Acid Ethyl Ester). Reactants: ClC=1C=C(N)C=C(C1)Cl (3,5-dichloroaniline), C(C)C(C(=O)[O-])=O (ethylglyoxalate), BrC=1C=C(C=C)C=CC1 (3-bromostyrene), FC(C(=O)O)(F)F (trifluoroacetic acid). The reactants are O=C([O-])O, CO, Cl, CC(CO[Si](C)(C)C(C)(C)C)Oc1cc(Oc2ccc(C(=O)N3CCC3)cc2)cc(C(=O)Nc2nccs2)c1, [Na+]. Product: CC(CO)Oc1cc(Oc2ccc(C(=O)N3CCC3)cc2)cc(C(=O)Nc2nccs2)c1. As a reaction SMILES: [C:41](=[O:42])([OH:43])[O-:44].[CH3:46][OH:47].[ClH:1].[N:2]1([C:6](=[O:7])[c:8]2[cH:9][cH:10][c:11]([O:12][c:13]3[cH:14][c:15]([C:16](=[O:17])[NH:18][c:19]4[s:20][cH:21][cH:22][n:23]4)[cH:24][c:25]([O:27][CH:28]([CH2:29][O:30][Si:31]([C:32]([CH3:33])([CH3:34])[CH3:35])([CH3:36])[CH3:37])[CH3:38])[cH:26]3)[cH:39][cH:40]2)[CH2:3][CH2:4][CH2:5]1.[Na+:45]>>[N:2]1([C:6](=[O:7])[c:8]2[cH:9][cH:10][c:11]([O:12][c:13]3[cH:14][c:15]([C:16](=[O:17])[NH:18][c:19]4[s:20][cH:21][cH:22][n:23]4)[cH:24][c:25]([O:27][CH:28]([CH2:29][OH:30])[CH3:38])[cH:26]3)[cH:39][cH:40]2)[CH2:3][CH2:4][CH2:5]1.